From a dataset of the Open Reaction Database (ORD), a public repository of structured organic reaction records. describe an organic reaction: reactants, conditions, products, and yield Reactants: ClC1=NC=NC2=CC=C(C=C12)N(C)C (4-chloro-6-dimethylaminoquinazoline), NC=1C=C2C=CNC2=CC1 (5-aminoindole). Yields the product Cl.CN(C=1C=C2C(=NC=NC2=CC1)NC=1C=C2C=CNC2=CC1)C (6-dimethylamino-4-(5-indolylamino)quinazoline hydrochloride). Isolated yield 96.0%. Reaction SMILES: [Cl:1][C:2]1[C:11]2[C:6](=[CH:7][CH:8]=[C:9]([N:12]([CH3:14])[CH3:13])[CH:10]=2)[N:5]=[CH:4][N:3]=1.[NH2:15][C:16]1[CH:17]=[C:18]2[C:22](=[CH:23][CH:24]=1)[NH:21][CH:20]=[CH:19]2>>[ClH:1].[CH3:13][N:12]([CH3:14])[C:9]1[CH:10]=[C:11]2[C:6](=[CH:7][CH:8]=1)[N:5]=[CH:4][N:3]=[C:2]2[NH:15][C:16]1[CH:17]=[C:18]2[C:22](=[CH:23][CH:24]=1)[NH:21][CH:20]=[CH:19]2 |f:2.3|. Procedure: Using an analogous procedure to that described in Example 5, 4-chloro-6-dimethylaminoquinazoline was reacted with 5-aminoindole to give 6-dimethylamino-4-(5-indolylamino)quinazoline hydrochloride in 96% yield, m.p. 221°-226° C.; The reactants are crude product, C(C)(C)(C)OC(NC1=C(C=C(C(=C1)C)C(F)(F)F)N)=O ((2-amino-5-methyl-4-trifluoromethyl-phenyl)-carbamic acid tert-butyl ester), C(C)(C)(C)OC(CC(=O)C1=CC(=NC=C1)C1=CC(=NC=C1)C)=O (3-(2′-methyl-[2,4′]bipyridinyl-4-yl)-3-oxo-propionic acid tert-butyl ester). Yields the product CC1=CC2=C(NC(CC(=N2)C2=CC(=NC=C2)C2=CC(=NC=C2)C)=O)C=C1C(F)(F)F (7-Methyl-4-(2′-methyl-[2,4′]bipyridinyl-4-yl)-8-trifluoromethyl-1,3-dihydro-benzo[b][1,4]diazepin-2-one), solid. As a reaction SMILES: C(OC(=O)[NH:7][C:8]1[CH:13]=[C:12]([CH3:14])[C:11]([C:15]([F:18])([F:17])[F:16])=[CH:10][C:9]=1[NH2:19])(C)(C)C.C(O[C:26](=[O:43])[CH2:27][C:28]([C:30]1[CH:35]=[CH:34][N:33]=[C:32]([C:36]2[CH:41]=[CH:40][N:39]=[C:38]([CH3:42])[CH:37]=2)[CH:31]=1)=O)(C)(C)C>>[CH3:14][C:12]1[C:11]([C:15]([F:16])([F:17])[F:18])=[CH:10][C:9]2[NH:19][C:26](=[O:43])[CH2:27][C:28]([C:30]3[CH:35]=[CH:34][N:33]=[C:32]([C:36]4[CH:41]=[CH:40][N:39]=[C:38]([CH3:42])[CH:37]=4)[CH:31]=3)=[N:7][C:8]=2[CH:13]=1. Reported procedure: The title compound was prepared from (2-amino-5-methyl-4-trifluoromethyl-phenyl)-carbamic acid tert-butyl ester (Example J20) (102 mg, 0.35 mmol) and 3-(2′-methyl-[2,4′]bipyridinyl-4-yl)-3-oxo-propionic acid tert-butyl ester (Example K59) (109 mg, 0.35 mmol) according to the general procedure M and subsequent treatment of the crude product according to the general procedure N. Obtained as a light yellow solid (80 mg). Starting materials: O=[Ag], CCCI, COc1ccc(C2CCCNC2)cc1OC, ClC(Cl)Cl. Product: CCCN1CCCC(c2ccc(OC)c(OC)c2)C1. Reaction SMILES: [Ag:25]=[O:26].[CH2:1]([CH2:2][CH3:3])[I:4].[CH3:5][O:6][c:7]1[cH:8][c:9]([CH:15]2[CH2:16][NH:17][CH2:18][CH2:19][CH2:20]2)[cH:10][cH:11][c:12]1[O:13][CH3:14].[CH:21]([Cl:22])([Cl:23])[Cl:24]>>[CH2:1]([CH2:2][CH3:3])[N:17]1[CH2:16][CH:15]([c:9]2[cH:8][c:7]([O:6][CH3:5])[c:12]([O:13][CH3:14])[cH:11][cH:10]2)[CH2:20][CH2:19][CH2:18]1. Starting materials: Cl (HCl), ClC1=CC=C(C=C1)CC(=O)N(CC(=O)OCC)C1=CC=CC=C1 (ethyl N-(4-chloro-phenylacetyl)-N-phenylglycinate), [OH-].[Na+] (NaOH), O (water). The solvent is CCO (EtOH). Yields the product ClC1=CC=C(C=C1)CC(=O)N(CC(=O)O)C1=CC=CC=C1 ((4-chlorophenylacetyl)-N-phenylglycine). Yield: 27.3%. Reaction SMILES: [Cl:1][C:2]1[CH:7]=[CH:6][C:5]([CH2:8][C:9]([N:11]([C:18]2[CH:23]=[CH:22][CH:21]=[CH:20][CH:19]=2)[CH2:12][C:13]([O:15]CC)=[O:14])=[O:10])=[CH:4][CH:3]=1.[OH-].[Na+].O.Cl>CCO>[Cl:1][C:2]1[CH:3]=[CH:4][C:5]([CH2:8][C:9]([N:11]([C:18]2[CH:19]=[CH:20][CH:21]=[CH:22][CH:23]=2)[CH2:12][C:13]([OH:15])=[O:14])=[O:10])=[CH:6][CH:7]=1 |f:1.2|. Procedure: A solution of ethyl N-(4-chloro-phenylacetyl)-N-phenylglycinate (0.4 g) and 5M NaOH (2.4 ml) in EtOH (12 ml) was refluxed for 2 h. After cooling to rt the mixture was poured into water (30 ml), acidified to pH 2 with 10% HCl and extracted with ethyl acetate (3×20 ml). The combined organic layers were washed with brine (20 ml), dried over MgSO4, and evaporated. The crude was purified by flash chromatography on silica gel (hexane/ethyl acetate 3:2+3% formic acid) to afford N-((4-chlorophenylacetyl... The reactants are CC(=O)Oc1cc(OCc2ccccc2C#N)cc(C(=O)Nc2ccc([N+](=O)[O-])cn2)c1, C1CCOC1, C[O-], CO, Cl, [Na+]. Yields the product N#Cc1ccccc1COc1cc(O)cc(C(=O)Nc2ccc([N+](=O)[O-])cn2)c1. As a reaction SMILES: [C:1](=[O:2])([CH3:3])[O:4][c:5]1[cH:6][c:7]([C:21](=[O:22])[NH:23][c:24]2[n:25][cH:26][c:27]([N+:30](=[O:31])[O-:32])[cH:28][cH:29]2)[cH:8][c:9]([O:11][CH2:12][c:13]2[c:14]([C:19]#[N:20])[cH:15][cH:16][cH:17][cH:18]2)[cH:10]1.[CH2:37]1[O:38][CH2:39][CH2:40][CH2:41]1.[CH3:33][O-:34].[CH3:42][OH:43].[ClH:36].[Na+:35]>>[OH:4][c:5]1[cH:6][c:7]([C:21](=[O:22])[NH:23][c:24]2[n:25][cH:26][c:27]([N+:30](=[O:31])[O-:32])[cH:28][cH:29]2)[cH:8][c:9]([O:11][CH2:12][c:13]2[c:14]([C:19]#[N:20])[cH:15][cH:16][cH:17][cH:18]2)[cH:10]1. Starting materials: C(C)(=O)NC=1C=C(C=CC1)N1C=NC2=C1C=CC(=C2)C(=O)NCC=2C=NC=CC2 (1-[3-(acetylamino)phenyl]-N-(pyridin-3-ylmethyl)-1H-benzimidazole-5-carboxamide). Solvent: Cl (HCl). The product is NC=1C=C(C=CC1)N1C=NC2=C1C=CC(=C2)C(=O)NCC=2C=NC=CC2 (1-(3-aminophenyl)-N-(pyridin-3-ylmethyl)-1H-benzimidazole-5-carboxamide). Reaction SMILES: C([NH:4][C:5]1[CH:6]=[C:7]([N:11]2[C:15]3[CH:16]=[CH:17][C:18]([C:20]([NH:22][CH2:23][C:24]4[CH:25]=[N:26][CH:27]=[CH:28][CH:29]=4)=[O:21])=[CH:19][C:14]=3[N:13]=[CH:12]2)[CH:8]=[CH:9][CH:10]=1)(=O)C>Cl>[NH2:4][C:5]1[CH:6]=[C:7]([N:11]2[C:15]3[CH:16]=[CH:17][C:18]([C:20]([NH:22][CH2:23][C:24]4[CH:25]=[N:26][CH:27]=[CH:28][CH:29]=4)=[O:21])=[CH:19][C:14]=3[N:13]=[CH:12]2)[CH:8]=[CH:9][CH:10]=1. Procedure details: A solution of 1-[3-(acetylamino)phenyl]-N-(pyridin-3-ylmethyl)-1H-benzimidazole-5-carboxamide (0.47 g) in 2M HCl(aq) (5 mL) was heated at reflux until complete consumption of the starting material as judged by LC-MS (approximately 40 min). The crude reaction mixture was concentrated in vacuo and the residue dried in vacuo to afford 1-(3-aminophenyl)-N-(pyridin-3-ylmethyl)-1H-benzimidazole-5-carboxamide that was used without further purification. 1H-NMR (DMSO-d6, 400 MHz): δ 3.5-5.5 (br), 4.72 (d... Procedure: 5-Chloro-1,3-dimethyl-1H-pyrazole-4-carboxylic acid (69 mg, 0.4 mmol, CAS#: 27006-82-2, purchased from Maybridge) was dissolved in a mixture of dry dichloromethane (3.2 mL) and dry DMF (0.8 mL). DIPEA (0.28 mL, 1.6 mmol) and TSTU (145 mg, 0.4 mmol) were added to the above mixture. After the mixture was stirred for 1 h, the appearance of active ester was detected by LC-MS. Then 2-aminoadamantane hydrochloride (75 mg, 0.4 mmol) was added. After another 2 hours water was added and the organic layer... Solvent: O (water), ClCCl (dichloromethane), CN(C)C=O (DMF). Yield: 58.5%. The reactants are ester, CCN(C(C)C)C(C)C (DIPEA), [B-](F)(F)(F)F.CN(C)C(=[N+](C)C)ON1C(=O)CCC1=O (TSTU), Cl.NC1C2CC3CC(CC1C3)C2 (2-aminoadamantane hydrochloride), ClC1=C(C(=NN1C)C)C(=O)O (5-Chloro-1,3-dimethyl-1H-pyrazole-4-carboxylic acid). Product: C12C(C3CC(CC(C1)C3)C2)NC(=O)C=2C(=NN(C2Cl)C)C (5-chloro-1,3-dimethyl-1H-pyrazole-4-carboxylic acid adamantan-2-ylamide). As a reaction SMILES: [Cl:1][C:2]1[N:6]([CH3:7])[N:5]=[C:4]([CH3:8])[C:3]=1[C:9]([OH:11])=O.CCN(C(C)C)C(C)C.[B-](F)(F)(F)F.CN(C(ON1C(=O)CCC1=O)=[N+](C)C)C.Cl.[NH2:42][CH:43]1[CH:50]2[CH2:51][CH:46]3[CH2:47][CH:48]([CH2:52][CH:44]1[CH2:45]3)[CH2:49]2>ClCCl.CN(C=O)C.O>[CH:44]12[CH2:52][CH:48]3[CH2:47][CH:46]([CH2:51][CH:50]([CH2:49]3)[CH:43]1[NH:42][C:9]([C:3]1[C:4]([CH3:8])=[N:5][N:6]([CH3:7])[C:2]=1[Cl:1])=[O:11])[CH2:45]2 |f:2.3,4.5|. Reaction conditions: time 1 hour. Starting materials: BrCCO (2bromoethanol), ClC=1C=CC2=C(C(C3=C(CC2)C=CC=C3)O)C1 (3-chloro-10,11-dihydro-5H-dibenzo[a,d]cyclohepten-5-ol). Solvent: C1=CC=CC=C1 (benzene), S(O)(O)(=O)=O (sulfuric acid), C1=CC=CC=C1 (benzene). Reaction conditions: time 1.5 hour. Product: BrCCOC1C2=C(CCC3=C1C=C(C=C3)Cl)C=CC=C2 (5-(2-bromoethoxy)-3-chloro-10,11-dihydro-5H-dibenzo[a,d]cycloheptene). Yield: 77.0%. As a reaction SMILES: [Cl:1][C:2]1[CH:3]=[CH:4][C:5]2[CH2:11][CH2:10][C:9]3[CH:12]=[CH:13][CH:14]=[CH:15][C:8]=3[CH:7]([OH:16])[C:6]=2[CH:17]=1.[Br:18][CH2:19][CH2:20]O>C1C=CC=CC=1.S(=O)(=O)(O)O>[Br:18][CH2:19][CH2:20][O:16][CH:7]1[C:6]2[CH:17]=[C:2]([Cl:1])[CH:3]=[CH:4][C:5]=2[CH2:11][CH2:10][C:9]2[CH:12]=[CH:13][CH:14]=[CH:15][C:8]1=2. Procedure details: To a solution of 3-chloro-10,11-dihydro-5H-dibenzo[a,d]cyclohepten-5-ol (3.52 g, 0.014 mol, prepared similarly as described in Fr.M. 2165, 1963; Chem.Abstr. 60, 14523 (1963)) and 2bromoethanol (2.5 g, 0.02 mol) in benzene (80 ml), concentrated sulfuric acid (0.85 ml) was added dropwise. The reaction mixture was stirred for 1.5 h, diluted with 50 ml of benzene and washed with water (30 ml), 0.6 N NaHCO3 (20 ml) and 2×30 ml of water. The benzene solution was dried (MgSO4) and the solvent was evapo... Starting materials: Cl (HCl), C(C)(C)(C)OC(=O)N1CC=2C(=C3N=CC(=CN3N2)C)C1 (6-methyl-1H,3H-2,4,7a,8-tetraaza-cyclopenta[a]indene-2-carboxylic acid tert-butyl ester), CCO (EtOH). Solvent: CC(=O)O (AcOH). Run at time 28 hour. Product: Cl.CC1=CN2N=C3C(=C2N=C1)CNC3 (6-methyl-2,3-dihydro-1H-2,4,7a,8-tetraaza-cyclopenta[a]indene hydrochloride). Isolated yield 65.1%. Reaction SMILES: [ClH:1].C(OC([N:9]1[CH2:21][C:12]2=[C:13]3[N:18]([N:19]=[C:11]2[CH2:10]1)[CH:17]=[C:16]([CH3:20])[CH:15]=[N:14]3)=O)(C)(C)C.CCO>CC(O)=O>[ClH:1].[CH3:20][C:16]1[CH:15]=[N:14][C:13]2[N:18]([N:19]=[C:11]3[CH2:10][NH:9][CH2:21][C:12]3=2)[CH:17]=1 |f:4.5|. Procedure details: Aq. 32% HCl (1.61 mL; 16.4 mmol; 3 eq.) was added to a solution of 6-methyl-1H,3H-2,4,7a,8-tetraaza-cyclopenta[a]indene-2-carboxylic acid tert-butyl ester (1.5 g; 5.47 mmol; 1 eq.) in AcOH (7.5 mL) and the resulting mixture was stirred at room temperature for 28 hours then poured dropwise into EtOH (40 mL) under vigorous stirring. The precipitate was filtered off, washed with EtOH then MTBE and dried to afford the title compound (0.75 g, 65%) as a white solid. 1H NMR (DMSO-d6) δ 10.50 (s, 2H), 9...